Dataset: the Open Reaction Database (ORD), a public repository of structured organic reaction records. Task: describe an organic reaction: reactants, conditions, products, and yield Starting materials: [Br-], CC(C)(C)[SiH2]OC(C)(C)c1ccc2[nH]ccc2c1, CC[Mg+], CC1(C)C(C(=O)Cl)C1(C)C, [Cl-], [Cl-], ClCCl, [Zn+2]. Yields the product CC(C)(C)[SiH2]OC(C)(C)c1ccc2[nH]cc(C(=O)C3C(C)(C)C3(C)C)c2c1. As a reaction SMILES: [Br-:19].[C:1]([CH3:2])([CH3:3])([CH3:4])[SiH2:5][O:6][C:7]([c:8]1[cH:9][c:10]2[cH:11][cH:12][nH:13][c:14]2[cH:15][cH:16]1)([CH3:17])[CH3:18].[CH2:20]([Mg+:21])[CH3:22].[CH3:23][C:24]1([CH3:32])[CH:25]([C:29](=[O:30])[Cl:31])[C:26]1([CH3:27])[CH3:28].[Cl-:36].[Cl-:38].[Cl:33][CH2:34][Cl:35].[Zn+2:37]>>[C:1]([CH3:2])([CH3:3])([CH3:4])[SiH2:5][O:6][C:7]([c:8]1[cH:9][c:10]2[c:11]([C:29]([CH:25]3[C:24]([CH3:23])([CH3:32])[C:26]3([CH3:27])[CH3:28])=[O:30])[cH:12][nH:13][c:14]2[cH:15][cH:16]1)([CH3:17])[CH3:18]. Starting materials: C([O-])([O-])=O.[Na+].[Na+] (Sodium carbonate), NC=1OC[C@@]2(C3=CC(=CC=C3OC=3C(=CC(=CC23)O)F)Br)N1 ((S)-2-amino-7′-bromo-4′-fluoro-5H-spiro[oxazole-4,9′-xanthen]-2′-ol), FC1=NC=CC=C1B(O)O (2-fluoropyridine-3-boronic acid). The reagents and catalysts are C=1C=CC(=CC1)[P](C=2C=CC=CC2)(C=3C=CC=CC3)[Pd]([P](C=4C=CC=CC4)(C=5C=CC=CC5)C=6C=CC=CC6)([P](C=7C=CC=CC7)(C=8C=CC=CC8)C=9C=CC=CC9)[P](C=1C=CC=CC1)(C=1C=CC=CC1)C=1C=CC=CC1 (Pd(PPh3)4). The solvent is CN(C)C=O (DMF), O (water). Conditions: temperature 85 celsius. The product is NC=1OC[C@@]2(C3=CC(=CC=C3OC=3C(=CC(=CC23)O)F)C=2C(=NC=CC2)F)N1 ((S)-2-amino-4′-fluoro-7′-(2-fluoropyridin-3-yl)-5H-spiro[oxazole-4,9′-xanthen]-2′-ol). As a reaction SMILES: C(=O)([O-])[O-].[Na+].[Na+].[NH2:7][C:8]1[O:9][CH2:10][C@@:11]2([N:28]=1)[C:24]1[CH:23]=[C:22]([OH:25])[CH:21]=[C:20]([F:26])[C:19]=1[O:18][C:17]1[C:12]2=[CH:13][C:14](Br)=[CH:15][CH:16]=1.[F:29][C:30]1[C:35](B(O)O)=[CH:34][CH:33]=[CH:32][N:31]=1>CN(C=O)C.O.C1C=CC([P]([Pd]([P](C2C=CC=CC=2)(C2C=CC=CC=2)C2C=CC=CC=2)([P](C2C=CC=CC=2)(C2C=CC=CC=2)C2C=CC=CC=2)[P](C2C=CC=CC=2)(C2C=CC=CC=2)C2C=CC=CC=2)(C2C=CC=CC=2)C2C=CC=CC=2)=CC=1>[NH2:7][C:8]1[O:9][CH2:10][C@@:11]2([N:28]=1)[C:24]1[CH:23]=[C:22]([OH:25])[CH:21]=[C:20]([F:26])[C:19]=1[O:18][C:17]1[C:12]2=[CH:13][C:14]([C:35]2[C:30]([F:29])=[N:31][CH:32]=[CH:33][CH:34]=2)=[CH:15][CH:16]=1 |f:0.1.2,^1:48,50,69,88|. Procedure: Sodium carbonate (saturated, 2 mL), Pd(PPh3)4 (0.237 g, 0.205 mmol), (S)-2-amino-7′-bromo-4′-fluoro-5H-spiro[oxazole-4,9′-xanthen]-2′-ol (0.75 g, 2.054 mmol), and 2-fluoropyridine-3-boronic acid (310 mg, 2.18 mmol) were combined in DMF (5 mL). The solution was heated at 85° C. overnight before being cooled to rt. The solution was diluted with water (25 ml) and filtered. The solids were triturated with MeOH and dried under vacuum to afford (S)-2-amino-4′-fluoro-7′-(2-fluoropyridin-3-yl)-5H-spiro[... Starting materials: [BH4-], CO, [Na+], O, O=CC1(Nc2ccccc2)CCN(CCc2ccccc2)CC1. Yields the product OCC1(Nc2ccccc2)CCN(CCc2ccccc2)CC1. RXN SMILES: [BH4-:1].[CH3:26][OH:27].[Na+:2].[OH2:28].[c:3]1([NH:9][C:10]2([CH:24]=[O:25])[CH2:11][CH2:12][N:13]([CH2:16][CH2:17][c:18]3[cH:19][cH:20][cH:21][cH:22][cH:23]3)[CH2:14][CH2:15]2)[cH:4][cH:5][cH:6][cH:7][cH:8]1>>[c:3]1([NH:9][C:10]2([CH2:24][OH:25])[CH2:11][CH2:12][N:13]([CH2:16][CH2:17][c:18]3[cH:19][cH:20][cH:21][cH:22][cH:23]3)[CH2:14][CH2:15]2)[cH:4][cH:5][cH:6][cH:7][cH:8]1. Starting materials: FC=1C=C2C(=NC1)N(N=C2C=2N=C(C1=C(N2)NC(C1(C)C)=O)I)CC1=NC=CC=C1F (2-{5-Fluoro-1-[(3-fluoropyridin-2-yl)methyl]-1H-pyrazolo[3,4-b]pyridin-3-yl}-4-iodo-5,5-dimethyl-5,7-dihydro-6H-pyrrolo[2,3-d]pyrimidin-6-one), FC(CN)(F)F (2,2,2-trifluoroethylamine). The solvent is CN1C(CCC1)=O (1-methyl-2-pyrrolidone). Reaction conditions: temperature 150 celsius. The product is FC=1C=C2C(=NC1)N(N=C2C=2N=C(C1=C(N2)NC(C1(C)C)=O)NCC(F)(F)F)CC1=NC=CC=C1F (2-{5-Fluoro-1-[(3-fluoropyridin-2-yl)methyl]-1H-pyrazolo[3,4-b]pyridin-3-yl}-5,5-dimethyl-4-[(2,2,2-trifluoroethyl)amino]-5,7-dihydro-6H-pyrrolo[2,3-d]pyrimidin-6-one). RXN SMILES: [F:1][C:2]1[CH:3]=[C:4]2[C:10]([C:11]3[N:12]=[C:13](I)[C:14]4[C:19]([CH3:21])([CH3:20])[C:18](=[O:22])[NH:17][C:15]=4[N:16]=3)=[N:9][N:8]([CH2:24][C:25]3[C:30]([F:31])=[CH:29][CH:28]=[CH:27][N:26]=3)[C:5]2=[N:6][CH:7]=1.[F:32][C:33]([F:37])([F:36])[CH2:34][NH2:35]>CN1CCCC1=O>[F:1][C:2]1[CH:3]=[C:4]2[C:10]([C:11]3[N:12]=[C:13]([NH:35][CH2:34][C:33]([F:37])([F:36])[F:32])[C:14]4[C:19]([CH3:21])([CH3:20])[C:18](=[O:22])[NH:17][C:15]=4[N:16]=3)=[N:9][N:8]([CH2:24][C:25]3[C:30]([F:31])=[CH:29][CH:28]=[CH:27][N:26]=3)[C:5]2=[N:6][CH:7]=1. Procedure: 150 mg (0.155 mmol, approx. 55% purity) of the compound obtained in example 21A was dissolved in 1-methyl-2-pyrrolidone (2.7 ml) in a reaction vessel suitable for a microwave and 0.675 ml 2,2,2-trifluoroethylamine was added. Then it was sealed with a corresponding septum and heated in the microwave at 150° C. for 21 h. After cooling, the reaction mixture was purified by preparative HPLC (acetonitrile:water (+0.05% formic acid) gradient). 31 mg of the title compound was obtained (39% of theor.). Starting materials: BrC=1C(=C(C=CC1)C(S(=O)(=O)[O-])O)CC ((3-bromo-2-ethylphenyl)(hydroxy)methanesulfonate), Cl (HCl). The solvent is C1CCOC1 (THF). Product: BrC=1C(=C(C=O)C=CC1)CC (3-bromo-2-ethylbenzaldehyde). The yield is 81.8%. As a reaction SMILES: [Br:1][C:2]1[C:3]([CH2:14][CH3:15])=[C:4]([CH:8]([OH:13])S([O-])(=O)=O)[CH:5]=[CH:6][CH:7]=1.Cl>C1COCC1>[Br:1][C:2]1[C:3]([CH2:14][CH3:15])=[C:4]([CH:5]=[CH:6][CH:7]=1)[CH:8]=[O:13]. Procedure details: To a solution of (3-bromo-2-ethylphenyl)(hydroxy)methanesulfonate (5.26 g, 16.59 mmol) in THF (25 mL) was added HCl (16.59 mL, 49.8 mmol). The mixture was stirred for an hour at rt. THF was removed under the reduced pressure. Residue was dissolved in EtOAc (50 mL) then washed with brine (10 mL). The organic phase was dried over anhydrous sodium sulfate, concentrated under the reduced pressure and dried in vacuum to give 3-bromo-2-ethylbenzaldehyde (2.89 g) as pale yellow oil.